Dataset: the Open Reaction Database (ORD), a public repository of structured organic reaction records. Task: describe an organic reaction: reactants, conditions, products, and yield Starting materials: NC[C@@H](O)C1=CC=CC=C1 ((S)-(+)-2-amino-1-phenylethanol), BrCC(=O)Br (bromoacetyl bromide). Run in CCOC(=O)C (EtOAc), C(=O)(O)[O-].[Na+] (NaHCO3). Conditions: temperature 0 celsius, time 1 hour. Product: BrCC(=O)NC[C@H](C1=CC=CC=C1)O (2-Bromo-N-((S)-2-hydroxy-2-phenyl-ethyl)-acetamide). RXN SMILES: [NH2:1][CH2:2][C@H:3]([C:5]1[CH:10]=[CH:9][CH:8]=[CH:7][CH:6]=1)[OH:4].[Br:11][CH2:12][C:13](Br)=[O:14]>CCOC(C)=O.C([O-])(O)=O.[Na+]>[Br:11][CH2:12][C:13]([NH:1][CH2:2][C@@H:3]([OH:4])[C:5]1[CH:10]=[CH:9][CH:8]=[CH:7][CH:6]=1)=[O:14] |f:3.4|. Reported procedure: To a cold (0° C.) biphasic solution of (S)-(+)-2-amino-1-phenylethanol (6.2 g, 45.2 mmol) in EtOAc (450 mL) and saturated aqueous NaHCO3 (125 mL) was added bromoacetyl bromide (4.32 mL, 49.7 mmol) via syringe. The mixture was stirred at 0° C. for 1 h then layers were separated. The aqueous layer was extracted with EtOAc (2×100 mL) then combined organics were dried with Na2SO4, filtered, and concentrated to dryness to afford the desired product as a residue (11.6 g, quant.) that was used in the n... Reported procedure: Reductive amination of 3-amino-5-(3,3-dimethyl-but-1-ynyl)-thiophene-2-carboxylic acid methyl ester (0.237 g, 1.0 mmol) and 4-[1,2,4]triazol-1-yl-cyclohexanone (0.170 g, 1.0 mmol) is performed under the same conditions previously described using dibutyltin dichloride and phenylsilane to give 5-(3,3-dimethyl-but-1-ynyl)-3-(4-[1,2,4]triazol-1-yl-cyclohexylamino)-thiophene-2-carboxylic acid methyl ester. Reactants: COC(=O)C=1SC(=CC1N)C#CC(C)(C)C (3-amino-5-(3,3-dimethyl-but-1-ynyl)-thiophene-2-carboxylic acid methyl ester), C1(=CC=CC=C1)[SiH3] (phenylsilane), N1(N=CN=C1)C1CCC(CC1)=O (4-[1,2,4]triazol-1-yl-cyclohexanone), C(CCC)[Sn](CCCC)(Cl)Cl (dibutyltin dichloride). The product is COC(=O)C=1SC(=CC1NC1CCC(CC1)N1N=CN=C1)C#CC(C)(C)C (5-(3,3-dimethyl-but-1-ynyl)-3-(4-[1,2,4]triazol-1-yl-cyclohexylamino)-thiophene-2-carboxylic acid methyl ester). Reaction SMILES: [CH3:1][O:2][C:3]([C:5]1[S:6][C:7]([C:11]#[C:12][C:13]([CH3:16])([CH3:15])[CH3:14])=[CH:8][C:9]=1[NH2:10])=[O:4].[N:17]1([CH:22]2[CH2:27][CH2:26][C:25](=O)[CH2:24][CH2:23]2)[CH:21]=[N:20][CH:19]=[N:18]1.C([Sn](Cl)(Cl)CCCC)CCC.C1([SiH3])C=CC=CC=1>>[CH3:1][O:2][C:3]([C:5]1[S:6][C:7]([C:11]#[C:12][C:13]([CH3:16])([CH3:15])[CH3:14])=[CH:8][C:9]=1[NH:10][CH:25]1[CH2:26][CH2:27][CH:22]([N:17]2[CH:21]=[N:20][CH:19]=[N:18]2)[CH2:23][CH2:24]1)=[O:4]. Reactants: CO, CCOC(C)=O, O=C(O)C1CCC(c2ccc(Cl)cc2)CC1, O=CC1CCC(c2ccc(Cl)cc2)CC1, [Na+], [Na+], O, O=S([O-])S(=O)(=O)[O-]. The product is O=CC1CCC(c2ccc(Cl)cc2)CC1, O=S(O)O. Reaction SMILES: [CH3:32][OH:33].[CH3:43][CH2:44][O:45][C:46]([CH3:47])=[O:48].[Cl:16][c:17]1[cH:18][cH:19][c:20]([CH:21]2[CH2:22][CH2:23][CH:24]([C:25]([OH:26])=[O:27])[CH2:28][CH2:29]2)[cH:30][cH:31]1.[Cl:1][c:2]1[cH:3][cH:4][c:5]([CH:8]2[CH2:9][CH2:10][CH:11]([CH:14]=[O:15])[CH2:12][CH2:13]2)[cH:6][cH:7]1.[Na+:41].[Na+:42].[OH2:49].[S:34](=[O:35])(=[O:36])([O-:37])[S:38]([O-:39])=[O:40]>>[Cl:1][c:2]1[cH:3][cH:4][c:5]([CH:8]2[CH2:9][CH2:10][CH:11]([CH:14]=[O:15])[CH2:12][CH2:13]2)[cH:6][cH:7]1.[S:34](=[O:35])([OH:36])[OH:37]. Starting materials: COC(=O)c1cc(F)c(O)c(Br)c1, CI, CC(C)=O, [K+], [K+], O=C([O-])[O-]. Product: COC(=O)c1cc(F)c(OC)c(Br)c1. RXN SMILES: [CH3:1][O:2][C:3]([c:4]1[cH:5][c:6]([Br:12])[c:7]([OH:11])[c:8]([F:10])[cH:9]1)=[O:13].[CH3:20][I:21].[CH3:22][C:23](=[O:24])[CH3:25].[K+:14].[K+:15].[O-:16][C:17]([O-:18])=[O:19]>>[CH3:1][O:2][C:3]([c:4]1[cH:5][c:6]([Br:12])[c:7]([O:11][CH3:17])[c:8]([F:10])[cH:9]1)=[O:13].